describe an organic reaction: reactants, conditions, products, and yield From a dataset of the Open Reaction Database (ORD), a public repository of structured organic reaction records. The reactants are COC1=CC=C(C=C1)C=1SC2=C(N1)C=CC(=C2)OC (2-(p-methoxyphenyl)-6-methoxybenzothiazole). Run in C(C)(=O)O (acetic acid), Br (HBr). Product: OC1=CC=C(C=C1)C=1SC2=C(N1)C=CC(=C2)O (2-(p-hydroxyphenyl)-6-hydroxybenzothiazole). Reaction SMILES: C[O:2][C:3]1[CH:8]=[CH:7][C:6]([C:9]2[S:10][C:11]3[CH:17]=[C:16]([O:18]C)[CH:15]=[CH:14][C:12]=3[N:13]=2)=[CH:5][CH:4]=1>C(O)(=O)C.Br>[OH:2][C:3]1[CH:4]=[CH:5][C:6]([C:9]2[S:10][C:11]3[CH:17]=[C:16]([OH:18])[CH:15]=[CH:14][C:12]=3[N:13]=2)=[CH:7][CH:8]=1. Reported procedure: 20 g of 2-(p-methoxyphenyl)-6-methoxybenzothiazole are refluxed in a mixture of 100 ml of glacial acetic acid and 200 ml of concentrated aqueous HBr with stirring. After 14 hours the mixture is cooled down to room temperature and filtered with suction, and the filter residue is washed with water and recrystallized from ethanol. The yield is 17.2 g (95% of theory); melting point: 284°-286° C. Procedure: 3,5-Dinitroacetophenone (3.27 g, 0.0156 mol) was dissolved in a mixture of absolute ethanol (75 ml) and THF (37.5 ml) and the mixture was cooled to −10° C. NaBH4 (0.30 g, 7.9 mmol) was added and the mixture was stirred for 1 h at −10° C. Water (80 ml) and ethyl acetate were added, the phases were separated and the organic phase was washed with water (80 ml) and dried (Na2SO4). The solvents were removed by evaporation and the residue was purified by chromatography on neutral alumina using a mixtu... Yields the product [N+](=O)([O-])C=1C=C(C=C(C1)[N+](=O)[O-])C(C)O (3,5-Dinitrophenylethanol). Conditions: temperature -10 celsius, time 1 hour. Reactants: CC(=O)C1=CC(=CC(=C1)[N+](=O)[O-])[N+](=O)[O-] (3,5-Dinitroacetophenone), [BH4-].[Na+] (NaBH4), O (Water), C(C)(=O)OCC (ethyl acetate). Run in C(C)O (ethanol), C1CCOC1 (THF). As a reaction SMILES: [CH3:1][C:2]([C:4]1[CH:9]=[C:8]([N+:10]([O-:12])=[O:11])[CH:7]=[C:6]([N+:13]([O-:15])=[O:14])[CH:5]=1)=[O:3].[BH4-].[Na+].O.C(OCC)(=O)C>C(O)C.C1COCC1>[N+:10]([C:8]1[CH:9]=[C:4]([CH:2]([OH:3])[CH3:1])[CH:5]=[C:6]([N+:13]([O-:15])=[O:14])[CH:7]=1)([O-:12])=[O:11] |f:1.2|. Starting materials: CCOC(C)=O, COC(=O)C(NS(=O)(=O)c1ccc2nc(Cl)sc2c1)C(C)C, CC#N, [K+], [K+], O=C([O-])[O-], O, Sc1ccccc1. The product is COC(=O)C(NS(=O)(=O)c1ccc2nc(Sc3ccccc3)sc2c1)C(C)C. RXN SMILES: [CH2:37]([O:38][C:39](=[O:40])[CH3:41])[CH3:42].[CH3:1][O:2][C:3]([CH:4]([CH:5]([CH3:6])[CH3:7])[NH:8][S:9](=[O:10])(=[O:11])[c:12]1[cH:13][c:14]2[c:15]([n:16][c:17]([Cl:19])[s:18]2)[cH:20][cH:21]1)=[O:22].[CH3:43][C:44]#[N:45].[K+:23].[K+:24].[O-:25][C:26]([O-:27])=[O:28].[OH2:36].[SH:29][c:30]1[cH:31][cH:32][cH:33][cH:34][cH:35]1>>[CH3:1][O:2][C:3]([CH:4]([CH:5]([CH3:6])[CH3:7])[NH:8][S:9](=[O:10])(=[O:11])[c:12]1[cH:13][c:14]2[c:15]([n:16][c:17]([S:29][c:30]3[cH:31][cH:32][cH:33][cH:34][cH:35]3)[s:18]2)[cH:20][cH:21]1)=[O:22]. Reactants: FC(CC(C)(C)O)(C[C@@H](C)[C@H]1CC[C@H]2[C@@H]3CC=C4C[C@H](CC[C@]4(C)[C@H]3CC[C@]12C)O)F (23,23-Difluorocholest-5-ene-3β,25-diol), C(C)OC(C(C(=O)OCC)CC(C[C@@H](C)[C@H]1CC[C@H]2[C@@H]3CC=C4C[C@H](CC[C@]4(C)[C@H]3CC[C@]12C)OC1OCCCC1)(F)F)=O (23,23-Difluoro-3β-tetrahydropyranyloxycholest-5-ene-26,27-dioic Acid Diethyl Ester), CC=1C=CC(=CC1)S(=O)(=O)O (TsOH), diol, C(C)(=O)OC(C)=O (acetic anhydride). Run in CO (methanol), N1=CC=CC=C1 (pyridine), C(C)(=O)OCC (ethyl acetate). The product is C(C)(=O)O[C@@H]1CC2=CC[C@H]3[C@@H]4CC[C@H]([C@@H](CC(CC(C)(C)O)(F)F)C)[C@]4(CC[C@@H]3[C@]2(CC1)C)C (23,23-Difluorocholest-5-ene-3β,25-diol 3-Acetate). Yield: 96.0%. RXN SMILES: [F:1][C:2]([F:31])([CH2:8][C@H:9]([C@@H:11]1[C@:28]2([CH3:29])[C@H:14]([C@H:15]3[C@H:25]([CH2:26][CH2:27]2)[C@:23]2([CH3:24])[C:18]([CH2:19][C@@H:20]([OH:30])[CH2:21][CH2:22]2)=[CH:17][CH2:16]3)[CH2:13][CH2:12]1)[CH3:10])[CH2:3][C:4]([OH:7])([CH3:6])[CH3:5].[CH2:32]([O:34]C(=O)C(CC(F)(F)C[C@H]([C@@H]1[C@]2(C)[C@H]([C@H]3[C@H](CC2)[C@]2(C)C(C[C@@H](OC4CCCCO4)CC2)=CC3)CC1)C)C(OCC)=O)[CH3:33].CC1C=CC(S(O)(=O)=O)=CC=1.C(OC(=O)C)(=O)C>CO.C(OCC)(=O)C.N1C=CC=CC=1>[C:32]([O:30][C@H:20]1[CH2:21][CH2:22][C@@:23]2([CH3:24])[C:18](=[CH:17][CH2:16][C@@H:15]3[C@@H:25]2[CH2:26][CH2:27][C@@:28]2([CH3:29])[C@H:14]3[CH2:13][CH2:12][C@@H:11]2[C@H:9]([CH3:10])[CH2:8][C:2]([F:31])([F:1])[CH2:3][C:4]([OH:7])([CH3:6])[CH3:5])[CH2:19]1)(=[O:34])[CH3:33]. Procedure: The THP-ether (13) (26 mg, 0.0498 mmol) in methanol (4 ml) and THP (9) (4 ml) was treated with a catalytic amount of TsOH at room temperature for 1 hr. The usual work-up (ethyl acetate for extraction) gave the crude diol (21.4 mg). This diol was treated with acetic anhydride (1 ml) and pyridine (1 ml) at room temperature for 14 hr. The usual work-up (ethyl acetate for ertraction) gave a crude product, which was applied to a column of silica gel (5 g). Elution with benzene-ethyl acetate (10:1) pr... Starting materials: CN(C=O)C (N,N-dimethylformamide), OC=1C(=C(SC1)CSC)C(=O)OCC (ethyl 4-hydroxy-2-methylthiomethylthiophene-3-carboxylate), COC1=NC(=NC(=C1)OC)S(=O)(=O)C (4,6-dimethoxy-2-methylsulfonylpyrimidine), C([O-])([O-])=O.[K+].[K+] (potassium carbonate). Run in O (water). Conditions: time 2 hour. Product: COC1=NC(=NC(=C1)OC)OC=1C(=C(SC1)CSC)C(=O)OCC (ethyl 4-(4,6-dimethoxypyrimidin-2-yloxy)-2-methylthiomethylthiophene-3-carboxylate). The yield is 50.1%. RXN SMILES: CN(C)C=O.[OH:6][C:7]1[C:8]([C:15]([O:17][CH2:18][CH3:19])=[O:16])=[C:9]([CH2:12][S:13][CH3:14])[S:10][CH:11]=1.[CH3:20][O:21][C:22]1[CH:27]=[C:26]([O:28][CH3:29])[N:25]=[C:24](S(C)(=O)=O)[N:23]=1.C(=O)([O-])[O-].[K+].[K+]>O>[CH3:20][O:21][C:22]1[CH:27]=[C:26]([O:28][CH3:29])[N:25]=[C:24]([O:6][C:7]2[C:8]([C:15]([O:17][CH2:18][CH3:19])=[O:16])=[C:9]([CH2:12][S:13][CH3:14])[S:10][CH:11]=2)[N:23]=1 |f:3.4.5|. Reported procedure: 50 ml of N,N-dimethylformamide was added to 3.5 g (15.1 mmol) of ethyl 4-hydroxy-2-methylthiomethylthiophene-3-carboxylate, 3.3 g (15.1 mmol) of 4,6-dimethoxy-2-methylsulfonylpyrimidine and 2.1 g (15.2 mmol) of potassium carbonate, and the mixture was heated and stirred at from 90° to 100° C. for 2 hours. After cooling, the reaction solution was poured into water, extracted with ethyl acetate, washed with water and a saturated sodium chloride aqueous solution, and then dried over anhydrous sodiu... Reactants: O=C(O)CBr, CCO, C[O-], CO, Sc1c(Cl)cccc1Cl, [Na+]. Yields the product O=C(O)CSc1c(Cl)cccc1Cl. As a reaction SMILES: [Br:16][CH2:17][C:18](=[O:19])[OH:20].[CH3:10][CH2:11][OH:12].[CH3:13][O-:14].[CH3:21][OH:22].[Cl:1][c:2]1[c:3]([SH:9])[c:4]([Cl:8])[cH:5][cH:6][cH:7]1.[Na+:15]>>[Cl:1][c:2]1[c:3]([S:9][CH2:17][C:18](=[O:19])[OH:20])[c:4]([Cl:8])[cH:5][cH:6][cH:7]1. The reactants are NC=1C=C(C(=O)N(C)C)C=CC1 (3-amino-N,N-dimethylbenzamide), [OH-].[Na+] (sodium hydroxide), ClC(=O)OC1=CC=CC=C1 (phenyl chloroformate), ice. Run in O1CCOCC1 (1,4-dioxane). Conditions: time 3 hour. Yields the product CN(C(=O)C=1C=C(C=CC1)NC(OC1=CC=CC=C1)=O)C (phenyl 3-(dimethylcarbamoyl)phenylcarbamate). Reaction SMILES: [NH2:1][C:2]1[CH:3]=[C:4]([CH:10]=[CH:11][CH:12]=1)[C:5]([N:7]([CH3:9])[CH3:8])=[O:6].[OH-].[Na+].Cl[C:16]([O:18][C:19]1[CH:24]=[CH:23][CH:22]=[CH:21][CH:20]=1)=[O:17]>O1CCOCC1>[CH3:8][N:7]([CH3:9])[C:5]([C:4]1[CH:3]=[C:2]([NH:1][C:16](=[O:17])[O:18][C:19]2[CH:24]=[CH:23][CH:22]=[CH:21][CH:20]=2)[CH:12]=[CH:11][CH:10]=1)=[O:6] |f:1.2|. Reported procedure: To a stirred solution of 3-amino-N,N-dimethylbenzamide (1.3 g) in 1,4-dioxane(20 ml) was added 1N sodium hydroxide (23.4 ml) and phenyl chloroformate (1.5 ml) successively in an ice-cooled bath. The bath was removed and the reaction mixture was stirred vigorously for 3 hours during which time, phenyl chloroformate (0.7 ml) was further added. The mixture was extracted with ethyl acetate and the organic layer was washed with water and saturated sodium chloride solution. After dried over anhydrous ... The solvent is C1(=CC=CC=C1)C (toluene), C1(=CC=CC=C1)C (toluene). As a reaction SMILES: [NH4+:1].[Cl-:2].C[Al](C)C.[C:7]1([CH2:17][C:18]#[N:19])[C:16]2[C:11](=[CH:12][CH:13]=[CH:14][CH:15]=2)[CH:10]=[CH:9][CH:8]=1>C1(C)C=CC=CC=1>[ClH:2].[C:7]1([CH2:17][C:18]([NH2:1])=[NH:19])[C:16]2[C:11](=[CH:12][CH:13]=[CH:14][CH:15]=2)[CH:10]=[CH:9][CH:8]=1 |f:0.1,5.6|. The yield is 90.6%. Reported procedure: To a stirred suspension of NH4Cl (1.6 g, 30 mmol) in anhydrous toluene (50 mL) was added trimethyl aluminium (2M in toluene, 15 mL, 30 mmol) at 0° C. The mixture was then warmed to room temperature and stirred for 2 h. A solution of 2-(naphthalen-1-yl)acetonitrile (1.67 g, 10 mmol) in toluene (10 mL) was added to the above reaction mixture and the reaction mixture was stirred at 80° C. for 18 h. After completion of the reaction, the reaction mixture was quenched with a suspension of silica gel i... Yields the product Cl.C1(=CC=CC2=CC=CC=C12)CC(=N)N (2-Naphthalen-1-yl-acetamidine hydrochloride). The reactants are C[Al](C)C (trimethyl aluminium), [NH4+].[Cl-] (NH4Cl), C1(=CC=CC2=CC=CC=C12)CC#N (2-(naphthalen-1-yl)acetonitrile). Reaction conditions: time 2 hour. The reactants are ClC1=NC=CC=C1 (2-chloropyridine), SC1=C(N)C=CC=C1 (2-mercaptoaniline). The solvent is CC(C)O (2-propanol). Run at time 5 hour. The product is SC1=C(C=CC=C1)NC1=NC=CC=C1 (2-(2-mercapto-phenylamino) pyridine). As a reaction SMILES: Cl[C:2]1[CH:7]=[CH:6][CH:5]=[CH:4][N:3]=1.[SH:8][C:9]1[CH:15]=[CH:14][CH:13]=[CH:12][C:10]=1[NH2:11]>CC(O)C>[SH:8][C:9]1[CH:15]=[CH:14][CH:13]=[CH:12][C:10]=1[NH:11][C:2]1[CH:7]=[CH:6][CH:5]=[CH:4][N:3]=1. Procedure details: 340.5 g (3 moles) 2-chloropyridine are added dropwise to a boiling solution of 375 g (3 moles) 2-mercaptoaniline in 1.8 liters 2-propanol with agitation and under an atmosphere of protective gas within 15 min. After termination of the addition, the mixture is agitated for 5 hours at boiling temperature. The mixture is then allowed to cool to room temperature, and the precipitated yellowish product is filtered off and washed twice with 50 ml 2-propanol per wash. After drying in a vacuum, 592 g (8... The reactants are ClC1=NC(=NC(=C1)SC)C (4-chloro-2-methyl-6-(methylthio)pyrimidine), I (hydriodic acid). The solvent is C(Cl)Cl (DCM). Run at time 20 hour. Product: IC1=NC(=NC(=C1)SC)C (4-iodo-2-methyl-6-(methylthio)pyrimidine). Yield: 90.4%. As a reaction SMILES: Cl[C:2]1[CH:7]=[C:6]([S:8][CH3:9])[N:5]=[C:4]([CH3:10])[N:3]=1.[IH:11]>C(Cl)Cl>[I:11][C:2]1[CH:7]=[C:6]([S:8][CH3:9])[N:5]=[C:4]([CH3:10])[N:3]=1. Reported procedure: A mixture of 4-chloro-2-methyl-6-(methylthio)pyrimidine (5.3 g, 30.3 mmol) and hydriodic acid (67% solution, 5.71 mL, 76 mmol, Alfea Aesar, Avocado, Lancaster) in DCM (20 mL) was stirred at room temperature for 20 h and filtered. The collected solid was washed with DCM and then suspended in saturated NaHCO3 and extracted with EtOAc (2×). The combined organic extracts were washed with brine, dried over Na2SO4, and concentrated to give 4-iodo-2-methyl-6-(methylthio)pyrimidine (7.3 g, 27.4 mmol, 90...